From a dataset of the Open Reaction Database (ORD), a public repository of structured organic reaction records. describe an organic reaction: reactants, conditions, products, and yield The reactants are O=C(OC(C)(C)C)N(CCCC)CCCC. Reagents/catalysts: O1B(OC(C)(C)C1(C)C)B2OC(C)(C)C(O2)(C)C, N=1C=CC=C2C=CC=3C=CC(=NC3C12)C, C[OH2+].C[OH2+].C1CC=CCCC=C1.C1CC=CCCC=C1.[Ir].[Ir]. The solvent is C1CCCCCCC1. Reaction conditions: temperature 100 celsius, time 20 hour. The product is O=C(OC(C)(C)C)N(CCCC)CCCCB1OC(C)(C)C(O1)(C)C. The yield is 49.0%.